Dataset: the Open Reaction Database (ORD), a public repository of structured organic reaction records. Task: describe an organic reaction: reactants, conditions, products, and yield Starting materials: ClCCCBr, CCO, COCCN1CCNCC1. Product: COCCN1CCN(CCCCl)CC1. Reaction SMILES: [Br:11][CH2:12][CH2:13][CH2:14][Cl:15].[CH3:16][CH2:17][OH:18].[CH3:1][O:2][CH2:3][CH2:4][N:5]1[CH2:6][CH2:7][NH:8][CH2:9][CH2:10]1>>[CH3:1][O:2][CH2:3][CH2:4][N:5]1[CH2:6][CH2:7][N:8]([CH2:12][CH2:13][CH2:14][Cl:15])[CH2:9][CH2:10]1. Reactants: BrB(Br)Br, CCCCC12CCC(=O)C=C1c1ccc(OC)c(C)c1C2, ClCCl. The product is CCCCC12CCC(=O)C=C1c1ccc(O)c(C)c1C2. RXN SMILES: [B:22]([Br:23])([Br:24])[Br:25].[CH2:1]([CH2:2][CH2:3][CH3:4])[C:5]12[CH2:6][c:7]3[c:8]([CH3:21])[c:9]([O:19][CH3:20])[cH:10][cH:11][c:12]3[C:13]1=[CH:14][C:15](=[O:18])[CH2:16][CH2:17]2.[Cl:26][CH2:27][Cl:28]>>[CH2:1]([CH2:2][CH2:3][CH3:4])[C:5]12[CH2:6][c:7]3[c:8]([CH3:21])[c:9]([OH:19])[cH:10][cH:11][c:12]3[C:13]1=[CH:14][C:15](=[O:18])[CH2:16][CH2:17]2. The reactants are O (water), C([O-])([O-])=O.[K+].[K+] (potassium carbonate), ICC (iodoethane), BrC1=C(C=CC=C1)O (2-bromophenol). The solvent is CN(C)C=O (DMF). Conditions: time 1 hour. Yields the product BrC1=C(C=CC=C1)OCC (1-bromo-2-ethoxybenzene). As a reaction SMILES: [Br:1][C:2]1[CH:7]=[CH:6][CH:5]=[CH:4][C:3]=1[OH:8].C(=O)([O-])[O-].[K+].[K+].I[CH2:16][CH3:17].O>CN(C=O)C>[Br:1][C:2]1[CH:7]=[CH:6][CH:5]=[CH:4][C:3]=1[O:8][CH2:16][CH3:17] |f:1.2.3|. Reported procedure: In DMF (120 ml) was dissolved 2-bromophenol (12 g). To the mixture was added potassium carbonate (12.5 g) and then was added iodoethane (6.7 ml), and the mixture was stirred at room temperature for 1 hour. The reaction mixture was added to water, and the mixture was extracted with ethyl acetate, washed with saturated brine and dried with magnesium sulfate. Under reduced pressure, the solvent was evaporated, and the residue was purified with silica gel column chromatography (hexane/ethyl acetate=... Starting materials: C1(=CC=CC=C1)N1C=C(C2=CC=CC=C12)C(C(=O)OCC)=O (ethyl 1-phenylindole-3-glyoxylate). Reagents/catalysts: [Ni] (Raney nickel). Solvent: C(C)O (ethanol), O (water). Yields the product C1(=CC=CC=C1)N1C=C(C2=CC=CC=C12)CC(=O)OCC (ethyl 1-phenylindole-3-acetate). The yield is 67.0%. Reaction SMILES: [C:1]1([N:7]2[C:15]3[C:10](=[CH:11][CH:12]=[CH:13][CH:14]=3)[C:9]([C:16](=O)[C:17]([O:19][CH2:20][CH3:21])=[O:18])=[CH:8]2)[CH:6]=[CH:5][CH:4]=[CH:3][CH:2]=1>[Ni].C(O)C.O>[C:1]1([N:7]2[C:15]3[C:10](=[CH:11][CH:12]=[CH:13][CH:14]=3)[C:9]([CH2:16][C:17]([O:19][CH2:20][CH3:21])=[O:18])=[CH:8]2)[CH:2]=[CH:3][CH:4]=[CH:5][CH:6]=1. Procedure: A mixture of 10 g (34.1 mmol) of ethyl 1-phenylindole-3-glyoxylate and about 25 g of Raney nickel in 350 ml of ethanol and 150 ml of water was heated at reflux for 6 hours. The suspension was filtered through glass fiber filter paper and the solid was washed with four 50 ml portions of ethyl acetate while taking care not to allow the solid to dry. The filtrate was concentrated under reduced pressure and the residue was purified by flash chromatography on silica gel using ethyl acetate/hexane (1:... The reactants are [Al+3], C1CCOC1, N#Cc1cc(F)ccc1Oc1ccc2c(CN3CCCC3)noc2c1, [H-], [H-], [H-], [H-], [Li+]. Yields the product NCc1cc(F)ccc1Oc1ccc2c(CN3CCCC3)noc2c1. As a reaction SMILES: [Al+3:27].[CH2:32]1[O:33][CH2:34][CH2:35][CH2:36]1.[F:1][c:2]1[cH:3][cH:4][c:5]([O:10][c:11]2[cH:12][c:13]3[c:14]([c:15]([CH2:18][N:19]4[CH2:20][CH2:21][CH2:22][CH2:23]4)[n:16][o:17]3)[cH:24][cH:25]2)[c:6]([C:7]#[N:8])[cH:9]1.[H-:26].[H-:29].[H-:30].[H-:31].[Li+:28]>>[F:1][c:2]1[cH:3][cH:4][c:5]([O:10][c:11]2[cH:12][c:13]3[c:14]([c:15]([CH2:18][N:19]4[CH2:20][CH2:21][CH2:22][CH2:23]4)[n:16][o:17]3)[cH:24][cH:25]2)[c:6]([CH2:7][NH2:8])[cH:9]1. Starting materials: C1(=CC=CC=C1)N1C(=O)C2C(CC(CC2)=O)C1=O (N-phenyl-4-oxocyclohexane-1,2-dicarboximide), Cl.COC1=CC(=C(C=C1)NN)C (4-methoxy-2-methylphenyl-hydrazine hydrochloride), Example 1 ( 1 ). Yields the product C1(=CC=CC=C1)N1C(=O)C2CCC=3NC4=C(C=C(C=C4C3C2C1=O)OC)C (N-phenyl-6-methoxy-8-methyl-1,2,3,4-tetrahydrocarbazole-3,4-dicarboximide). RXN SMILES: [C:1]1([N:7]2[C:17](=[O:18])[CH:11]3[CH2:12][C:13](=O)[CH2:14][CH2:15][CH:10]3[C:8]2=[O:9])[CH:6]=[CH:5][CH:4]=[CH:3][CH:2]=1.Cl.[CH3:20][O:21][C:22]1[CH:27]=[CH:26][C:25]([NH:28]N)=[C:24]([CH3:30])[CH:23]=1>>[C:1]1([N:7]2[C:17](=[O:18])[CH:11]3[CH:10]([CH2:15][CH2:14][C:13]4[NH:28][C:25]5[C:26]([C:12]=43)=[CH:27][C:22]([O:21][CH3:20])=[CH:23][C:24]=5[CH3:30])[C:8]2=[O:9])[CH:6]=[CH:5][CH:4]=[CH:3][CH:2]=1 |f:1.2|. Procedure: Using N-phenyl-4-oxocyclohexane-1,2-dicarboximide instead of the N-benzyl-4-oxocyclohexane-1,2-dicarboximide and using 4-methoxy-2-methylphenyl-hydrazine hydrochloride instead of the phenylhydrazine, the same procedure as in Reference Example 1 (1) was repeated, to obtain N-phenyl-6-methoxy-8-methyl-1,2,3,4-tetrahydrocarbazole-3,4-dicarboximide.